The task is: describe an organic reaction: reactants, conditions, products, and yield. This data is from the Open Reaction Database (ORD), a public repository of structured organic reaction records. Reactants: CCOC(C)=O, CO, CC(C)(C)OC(=O)NC1(c2ccc(-c3nc4ccn5c(C6CC6)nnc5c4cc3-c3ccccc3)cc2)CCC1, ClCCl, Cl. Reaction SMILES: [CH3:42][CH2:43][O:44][C:45]([CH3:46])=[O:47].[CH3:48][OH:49].[CH:1]1([c:4]2[n:5][n:6][c:7]3[c:8]4[cH:9][c:10](-[c:35]5[cH:36][cH:37][cH:38][cH:39][cH:40]5)[c:11](-[c:17]5[cH:18][cH:19][c:20]([C:23]6([NH:27][C:28](=[O:29])[O:30][C:31]([CH3:32])([CH3:33])[CH3:34])[CH2:24][CH2:25][CH2:26]6)[cH:21][cH:22]5)[n:12][c:13]4[cH:14][cH:15][n:16]23)[CH2:2][CH2:3]1.[Cl:50][CH2:51][Cl:52].[ClH:41]>>[CH:1]1([c:4]2[n:5][n:6][c:7]3[c:8]4[cH:9][c:10](-[c:35]5[cH:36][cH:37][cH:38][cH:39][cH:40]5)[c:11](-[c:17]5[cH:18][cH:19][c:20]([C:23]6([NH2:27])[CH2:24][CH2:25][CH2:26]6)[cH:21][cH:22]5)[n:12][c:13]4[cH:14][cH:15][n:16]23)[CH2:2][CH2:3]1.[ClH:41]. Yields the product NC1(c2ccc(-c3nc4ccn5c(C6CC6)nnc5c4cc3-c3ccccc3)cc2)CCC1, Cl. The reactants are 2-Methyl-N-1-tritylpropane-1,2-diamine, CC(CN)(C)N (2-methylpropane-1,2-diamine), C(C1=CC=CC=C1)(C1=CC=CC=C1)(C1=CC=CC=C1)Cl (trityl chloride), C(C1=CC=CC=C1)(=O)N=C=S (benzoylisothiocyanate). Product: CC(CNC(C1=CC=CC=C1)(C1=CC=CC=C1)C1=CC=CC=C1)(C)NC(=S)NC(C1=CC=CC=C1)=O (N-(2-methyl-1-(tritylamino)propan-2-ylcarbamothioyl)benzamide). The yield is 44.0%. Reaction SMILES: [CH3:1][C:2]([NH2:6])([CH3:5])[CH2:3][NH2:4].[C:7](Cl)([C:20]1[CH:25]=[CH:24][CH:23]=[CH:22][CH:21]=1)([C:14]1[CH:19]=[CH:18][CH:17]=[CH:16][CH:15]=1)[C:8]1[CH:13]=[CH:12][CH:11]=[CH:10][CH:9]=1.[C:27]([N:35]=[C:36]=[S:37])(=[O:34])[C:28]1[CH:33]=[CH:32][CH:31]=[CH:30][CH:29]=1>>[CH3:1][C:2]([NH:6][C:36]([NH:35][C:27](=[O:34])[C:28]1[CH:29]=[CH:30][CH:31]=[CH:32][CH:33]=1)=[S:37])([CH3:5])[CH2:3][NH:4][C:7]([C:20]1[CH:25]=[CH:24][CH:23]=[CH:22][CH:21]=1)([C:14]1[CH:19]=[CH:18][CH:17]=[CH:16][CH:15]=1)[C:8]1[CH:13]=[CH:12][CH:11]=[CH:10][CH:9]=1. Procedure details: 2-Methyl-N-1-tritylpropane-1,2-diamine, prepared from 2-methylpropane-1,2-diamine and trityl chloride (EP1204654) in yield of 44%, was coupled with benzoylisothiocyanate to give N-(2-methyl-1-(tritylamino)propan-2-ylcarbamothioyl)benzamide (US2008/45579) which was then reacted with lithium hydroxide to give 1-(2-methyl-1-(tritylamino)propan-2-yl)thiourea. Yield 79%. 1H NMR (400 MHz, CDCl3) δ 7.40-7.12 (m, 16H), 6.30 (s, 1H), 2.38 (d, J=8.3, 2H), 2.15 (t, J=8.3, 1H), 1.31 (s, 6H)